This data is from the Open Reaction Database (ORD), a public repository of structured organic reaction records. The task is: describe an organic reaction: reactants, conditions, products, and yield Reactants: BrC1=CC=CC(=N1)NCC1OC1 (6-bromo-N-(oxiran-2-ylmethyl)pyridin-2-amine), C1NCCC2=CC=CC=C12 (1,2,3,4-tetrahydroisoquinoline). The solvent is CCO (EtOH). Conditions: temperature 80 celsius, time 16 hour. The product is BrC1=CC=CC(=N1)NCC(CN1CC2=CC=CC=C2CC1)O (1-((6-bromopyridin-2-yl)amino)-3-(3,4-dihydroisoquinolin-2(1H)-yl)propan-2-ol). The yield is 6.7%. Reaction SMILES: [Br:1][C:2]1[N:7]=[C:6]([NH:8][CH2:9][CH:10]2[CH2:12][O:11]2)[CH:5]=[CH:4][CH:3]=1.[CH2:13]1[C:22]2[C:17](=[CH:18][CH:19]=[CH:20][CH:21]=2)[CH2:16][CH2:15][NH:14]1>CCO>[Br:1][C:2]1[N:7]=[C:6]([NH:8][CH2:9][CH:10]([OH:11])[CH2:12][N:14]2[CH2:15][CH2:16][C:17]3[C:22](=[CH:21][CH:20]=[CH:19][CH:18]=3)[CH2:13]2)[CH:5]=[CH:4][CH:3]=1. Reported procedure: To a stirred mixture of 6-bromo-N-(oxiran-2-ylmethyl)pyridin-2-amine (1.33 g, 5.81 mmol) in EtOH (100 mL) was added 1,2,3,4-tetrahydroisoquinoline (773 mg, 5.81 mmol). The mixture was stirred at 80° C. for 16 hours. The reaction mixture was concentrated and the residue was purified column to afford the desired compound (140 mg). LCMS (m/z): 362.1/363.1 [M+H]+/[M+2H]+ Reactants: N=1NC(=CC1C)C. The reagents and catalysts are O1B(OC(C)(C)C1(C)C)B2OC(C)(C)C(O2)(C)C, N=1C=C(C(=C2C=CC3=C(N=CC(=C3C)C)C12)C)C, C[OH2+].C[OH2+].C1CC=CCCC=C1.C1CC=CCCC=C1.[Ir].[Ir]. The solvent is O1CCCC1. Reaction conditions: temperature 80 celsius, time 21 hour. The product is N=1NC(=C(B2OC(C)(C)C(O2)(C)C)C1C)C. Isolated yield 70.0%. Reactants: O=C(CC1=CC=C(C=CC(=O)OCC)C=C1)C=1C=NC=CC1 (Ethyl 4-[2-oxo-2-(3-pyridyl)ethyl]cinnamate), C(=O)[O-].[NH4+] (ammonium formate). The solvent is O (water). The product is C(=O)NC(CC1=CC=C(C=CC(=O)OCC)C=C1)C=1C=NC=CC1 (ethyl 4-[2-formamido-2-(3-pyridyl)ethyl]cinnamate). The yield is 65.6%. Reaction SMILES: O=[C:2]([C:17]1[CH:18]=[N:19][CH:20]=[CH:21][CH:22]=1)[CH2:3][C:4]1[CH:16]=[CH:15][C:7]([CH:8]=[CH:9][C:10]([O:12][CH2:13][CH3:14])=[O:11])=[CH:6][CH:5]=1.[CH:23]([O-:25])=O.[NH4+:26]>O>[CH:23]([NH:26][CH:2]([C:17]1[CH:18]=[N:19][CH:20]=[CH:21][CH:22]=1)[CH2:3][C:4]1[CH:16]=[CH:15][C:7]([CH:8]=[CH:9][C:10]([O:12][CH2:13][CH3:14])=[O:11])=[CH:6][CH:5]=1)=[O:25] |f:1.2|. Procedure details: Ethyl 4-[2-oxo-2-(3-pyridyl)ethyl]cinnamate (1.0 g) and ammonium formate (4.28 g) were stirred at 140° C. for four hours. To the reaction mixture was added water, followed by extraction with methylene chloride and washing of the organic phase in saturated aqueous sodium chloride solution, and dried over magnesium sulfate. Then, the solvent was evaporated off under reduced pressure. The residue obtained was subjected to chromatography on a silica gel column, to yield 0.72 g of ethyl 4-[2-formamid... Starting materials: Cl, NO, [Na+], [Na+], O=C([O-])[O-], CC(=O)CCCC#N. Product: CC(CCCC#N)=NO. Reaction SMILES: [ClH:9].[NH2:10][OH:11].[Na+:12].[Na+:13].[O-:14][C:15](=[O:16])[O-:17].[O:1]=[C:2]([CH2:3][CH2:4][CH2:5][C:6]#[N:7])[CH3:8]>>[C:2]([CH2:3][CH2:4][CH2:5][C:6]#[N:7])([CH3:8])=[N:10][OH:11]. The reactants are IC1=C(C(=NC=C1)OC)C=1NC(=C(N1)C)C(=O)OC(C)(C)C (tert-butyl 2-(4-iodo-2-methoxypyridin-3-yl)-4-methyl-1H-imidazole-5-carboxylate), FC(C(=O)O)(F)F (trifluoroacetic acid). The solvent is ClCCl (dichloromethane). Reaction conditions: time 8 hour. Product: IC1=C(C(=NC=C1)OC)C=1NC(=C(N1)C)C(=O)O (2-(4-Iodo-2-methoxypyridin-3-yl)-4-methyl-1H-imidazole-5-carboxylic acid). The yield is 96.0%. As a reaction SMILES: [I:1][C:2]1[CH:7]=[CH:6][N:5]=[C:4]([O:8][CH3:9])[C:3]=1[C:10]1[NH:11][C:12]([C:16]([O:18]C(C)(C)C)=[O:17])=[C:13]([CH3:15])[N:14]=1.FC(F)(F)C(O)=O>ClCCl>[I:1][C:2]1[CH:7]=[CH:6][N:5]=[C:4]([O:8][CH3:9])[C:3]=1[C:10]1[NH:11][C:12]([C:16]([OH:18])=[O:17])=[C:13]([CH3:15])[N:14]=1. Reported procedure: A stirred solution of tert-butyl 2-(4-iodo-2-methoxypyridin-3-yl)-4-methyl-1H-imidazole-5-carboxylate (0.047 g, 0.1131 mmol) in dichloromethane (0.8 mL) was added trifluoroacetic acid (0.6 mL) and the reaction was stirred at room temperature overnight. The solvent was evaporated after adding toluene (1 mL) and the residue was purified on Prep HPLC (trifluoroacetic acid/acetonitrile/water) to give the title material (0.039 g, 96%). 1H NMR (400 MHz, MeOH-d4) δ (ppm): 2.70 (s, 3H) 3.97 (s, 3H) 7.70... The solvent is C1CCOC1 (THF). Yield: 36.0%. Reaction SMILES: [CH3:1][N:2]1[C:10]2[C:5](=[CH:6][CH:7]=[CH:8][CH:9]=2)[CH:4]=[CH:3]1.[Li]C(C)(C)C.[S:16](=[O:18])=[O:17].C1C(=O)N([Cl:26])C(=O)C1>C1COCC1>[CH3:1][N:2]1[C:10]2[C:5](=[CH:6][CH:7]=[CH:8][CH:9]=2)[CH:4]=[C:3]1[S:16]([Cl:26])(=[O:18])=[O:17]. Product: CN1C(=CC2=CC=CC=C12)S(=O)(=O)Cl (1-Methylindole-2-sulfonyl chloride), yellow solid. Starting materials: CN1C=CC2=CC=CC=C12 (1-methylindole), [Li]C(C)(C)C (t-BuLi), S(=O)=O (sulfur dioxide), C1CC(=O)N(C1=O)Cl (NCS). Procedure details: 1-Methylindole-2-sulfonyl chloride was prepared by the method of Example 34 with 1-methylindole (7.8 mmols, 1.0 ml), t-BuLi (1.7 m, 9.4 mmols, 5.5 ml), sulfur dioxide, NCS (8.6 mmols, 1.2 g) and THF (15 ml). Flash chromatography (2% ethyl acetate/hexanes) provided 0.66 g (36%) of a yellow solid.